This data is from the Open Reaction Database (ORD), a public repository of structured organic reaction records. The task is: describe an organic reaction: reactants, conditions, products, and yield The reactants are C[Mg]Br (Methylmagnesium bromide), BrC1=C(C=C(C=O)C=C1)F (4-bromo-3-fluorobenzaldehyde). Solvent: C1CCOC1 (THF). Run at time 20 hour. Product: BrC1=C(C=C(C=C1)C(C)O)F (1-(4-bromo-3-fluorophenyl)ethanol). Reaction SMILES: [CH3:1][Mg]Br.[Br:4][C:5]1[CH:12]=[CH:11][C:8]([CH:9]=[O:10])=[CH:7][C:6]=1[F:13]>C1COCC1>[Br:4][C:5]1[CH:12]=[CH:11][C:8]([CH:9]([OH:10])[CH3:1])=[CH:7][C:6]=1[F:13]. Procedure: Methylmagnesium bromide (3M in diethylether, 6.77 mL, 20.31 mmol) was added dropwise over ˜15 min to a solution of 4-bromo-3-fluorobenzaldehyde (3.1 g, 15.27 mmol) in THF (50 mL) under argon at a temperature of −60° C. to −50° C. The ice bath was removed and the reaction mixture was allowed to warm to room temperature and stirred ˜20 hr. The reaction mixture was slowly diluted/quenched with saturated aqueous ammonium chloride solution (20 mL) and further diluted with water (10 mL). The separated... Reactants: COS(=O)(=O)OC, Cc1ccccc1, [Cl-], FC(F)Oc1cc(-c2ccc(Cl)cc2Cl)n[nH]1, [NH4+]. Product: Cn1nc(-c2ccc(Cl)cc2Cl)cc1OC(F)F. RXN SMILES: [CH3:18][O:19][S:20]([O:21][CH3:22])(=[O:23])=[O:24].[CH3:27][c:28]1[cH:29][cH:30][cH:31][cH:32][cH:33]1.[Cl-:25].[Cl:1][c:2]1[c:3](-[c:9]2[n:10][nH:11][c:12]([O:14][CH:15]([F:16])[F:17])[cH:13]2)[cH:4][cH:5][c:6]([Cl:8])[cH:7]1.[NH4+:26]>>[Cl:1][c:2]1[c:3](-[c:9]2[n:10][n:11]([CH3:18])[c:12]([O:14][CH:15]([F:16])[F:17])[cH:13]2)[cH:4][cH:5][c:6]([Cl:8])[cH:7]1. The reactants are C[C@H](CCCC(C)C)[C@H]1CC[C@@H]2[C@@]1(CC[C@H]3C2=CC=C4[C@@]3(CC[C@@H](C4)O)C)C (7-DHC). Solvent: CCCCCC (hexane). The product is CC1=C(C[C@H](CC1)O)/C=C\C2=CCC[C@]3([C@H]2CC[C@@H]3[C@H](C)CCCC(C)C)C (previtamin D3). Reaction SMILES: [CH3:1][C@@H:2]([C@@H:9]1[C@@:13]2([CH3:28])[CH2:14][CH2:15][C@@H:16]3[C@@:21]4([CH3:27])[CH2:22][CH2:23][C@H:24]([OH:26])[CH2:25][C:20]4=[CH:19][CH:18]=[C:17]3[C@@H:12]2[CH2:11][CH2:10]1)[CH2:3][CH2:4][CH2:5][CH:6]([CH3:8])[CH3:7]>CCCCCC>[CH3:27][C:21]1[CH2:22][CH2:23][C@H:24]([OH:26])[CH2:25][C:20]=1/[CH:19]=[CH:18]\[C:17]1[C@@H:12]2[CH2:11][CH2:10][C@H:9]([C@@H:2]([CH2:3][CH2:4][CH2:5][CH:6]([CH3:8])[CH3:7])[CH3:1])[C@@:13]2([CH3:28])[CH2:14][CH2:15][CH:16]=1. Reported procedure: From the hexane data, it was concluded that the material eluted at 12.2 min is tachysterol. The size and kind of microreactor is important to the ratio of products formed. Where the microreactor is several times the size of the 7-DHC, the undesirable side reactions are more favored. For example the silica with 60 Å pores (Ex. 10 and 11) give a ratio of previtamin D3 :tachysterol similar to that of the reaction in hexane (Ex. 9). In micelles (Ex. 16), however, which form a similarly sized microre... Reactants: COC(=O)c1c(Oc2ccc(F)c(NC(=O)Cc3cccc(C(F)(F)F)c3)c2)ccc2nc(NC(=O)C3CC3)sc12, Cl, [Li+], C1CCOC1, [OH-], O, O. Yields the product O=C(Cc1cccc(C(F)(F)F)c1)Nc1cc(Oc2ccc3nc(NC(=O)C4CC4)sc3c2C(=O)O)ccc1F. Reaction SMILES: [CH:1]1([C:4](=[O:5])[NH:6][c:7]2[s:8][c:9]3[c:10]([n:11]2)[cH:12][cH:13][c:14]([O:20][c:21]2[cH:22][c:23]([NH:28][C:29]([CH2:30][c:31]4[cH:32][c:33]([C:37]([F:38])([F:39])[F:40])[cH:34][cH:35][cH:36]4)=[O:41])[c:24]([F:27])[cH:25][cH:26]2)[c:15]3[C:16](=[O:17])[O:18][CH3:19])[CH2:2][CH2:3]1.[ClH:45].[Li+:44].[O:46]1[CH2:47][CH2:48][CH2:49][CH2:50]1.[OH-:43].[OH2:42].[OH2:51]>>[CH:1]1([C:4](=[O:5])[NH:6][c:7]2[s:8][c:9]3[c:10]([n:11]2)[cH:12][cH:13][c:14]([O:20][c:21]2[cH:22][c:23]([NH:28][C:29]([CH2:30][c:31]4[cH:32][c:33]([C:37]([F:38])([F:39])[F:40])[cH:34][cH:35][cH:36]4)=[O:41])[c:24]([F:27])[cH:25][cH:26]2)[c:15]3[C:16](=[O:17])[OH:18])[CH2:2][CH2:3]1. As a reaction SMILES: [CH2:26]1[O:27][CH2:28][CH2:29][CH2:30]1.[H-:24].[I:22][CH3:23].[Na+:25].[SH:1][CH:2]1[CH2:3][C:4](=[O:21])[N:5]([CH2:7][c:8]2[cH:9][cH:10][c:11]([O:14][c:15]3[cH:16][cH:17][cH:18][cH:19][cH:20]3)[cH:12][cH:13]2)[CH2:6]1>>[S:1]([CH:2]1[CH2:3][C:4](=[O:21])[N:5]([CH2:7][c:8]2[cH:9][cH:10][c:11]([O:14][c:15]3[cH:16][cH:17][cH:18][cH:19][cH:20]3)[cH:12][cH:13]2)[CH2:6]1)[CH3:23]. The reactants are C1CCOC1, [H-], CI, [Na+], O=C1CC(S)CN1Cc1ccc(Oc2ccccc2)cc1. The product is CSC1CC(=O)N(Cc2ccc(Oc3ccccc3)cc2)C1. The reactants are O=C(Nc1cc2[nH]ccc2cc1Br)c1c[nH]c2ccccc2c1=O, [K+], [K+], O=C([O-])[O-], CN(C)C=O, OB(O)c1ccccc1. Product: O=C(Nc1cc2[nH]ccc2cc1-c1ccccc1)c1c[nH]c2ccccc2c1=O. Reaction SMILES: [Br:1][c:2]1[cH:3][c:4]2[cH:5][cH:6][nH:7][c:8]2[cH:9][c:10]1[NH:11][C:12](=[O:13])[c:14]1[cH:15][nH:16][c:17]2[cH:18][cH:19][cH:20][cH:21][c:22]2[c:23]1=[O:24].[K+:34].[K+:35].[O-:36][C:37]([O-:38])=[O:39].[O:40]=[CH:41][N:42]([CH3:43])[CH3:44].[c:25]1([B:31]([OH:32])[OH:33])[cH:26][cH:27][cH:28][cH:29][cH:30]1>>[c:2]1(-[c:25]2[cH:26][cH:27][cH:28][cH:29][cH:30]2)[cH:3][c:4]2[cH:5][cH:6][nH:7][c:8]2[cH:9][c:10]1[NH:11][C:12](=[O:13])[c:14]1[cH:15][nH:16][c:17]2[cH:18][cH:19][cH:20][cH:21][c:22]2[c:23]1=[O:24]. Reactants: CC(=CC[C@@H]1[C@@](O1)(C)[C@H]2[C@@H]([C@@H](CC[C@]23CO3)O)OC)C (fumagillol), Cl (hydrochloric acid), C(O)([O-])=O.[Na+] (sodium hydrogencarbonate). Solvent: C(C)O (ethanol). Run at time 1 hour. Yields the product O1C(C1CC=C(C)C)(C)C1C(CCC(C1OC)O)(O)CCl (2-(1,2-epoxy-1,5-dimethyl-4-hexenyl)-3-methoxy-1-(chloromethyl)-1,4-cyclohexanediol). Yield: 90.0%. Reaction SMILES: [CH3:1][C:2]([CH3:20])=[CH:3][CH2:4][C@H:5]1[O:7][C@@:6]1([C@@H:9]1[C@:14]2([O:16][CH2:15]2)[CH2:13][CH2:12][C@@H:11]([OH:17])[C@H:10]1[O:18][CH3:19])[CH3:8].[ClH:21].C(=O)([O-])O.[Na+]>C(O)C>[O:7]1[CH:5]([CH2:4][CH:3]=[C:2]([CH3:20])[CH3:1])[C:6]1([CH:9]1[CH:10]([O:18][CH3:19])[CH:11]([OH:17])[CH2:12][CH2:13][C:14]1([CH2:15][Cl:21])[OH:16])[CH3:8] |f:2.3|. Procedure: To a solution of fumagillol (200 mg) in ethanol (2 ml) was added 0.5N hydrochloric acid (1 ml), and the mixture was stirred at room temperatures for one hour. To the reaction mixture was added a saturated aqueous solution of sodium hydrogencarbonate to neutralize, which was concentrated under reduced pressure. The concentrate was purified by means of a silica gel column chromatography (carrier 10 g, developing solvent:hexane-ethylacetate=3:1) to give 2-(1,2-epoxy-1,5-dimethyl-4-hexenyl)-3-methox... Reactants: [B+3], [Br-], [Br-], [Br-], CCc1cc2c(=O)n(CC(=O)c3ccc(OC)cc3)c(=O)n(Cc3ccc(-c4ccccc4C#N)cc3)c2s1, ClCCl, CCOC(C)=O, O. Yields the product CCc1cc2c(=O)n(CC(=O)c3ccc(O)cc3)c(=O)n(Cc3ccc(-c4ccccc4C#N)cc3)c2s1. RXN SMILES: [B+3:40].[Br-:41].[Br-:42].[Br-:43].[CH2:1]([CH3:2])[c:3]1[cH:4][c:5]2[c:6]([n:7]([CH2:24][c:25]3[cH:26][cH:27][c:28](-[c:31]4[c:32]([C:37]#[N:38])[cH:33][cH:34][cH:35][cH:36]4)[cH:29][cH:30]3)[c:8](=[O:23])[n:9]([CH2:12][C:13](=[O:14])[c:15]3[cH:16][cH:17][c:18]([O:21][CH3:22])[cH:19][cH:20]3)[c:10]2=[O:11])[s:39]1.[CH2:51]([Cl:52])[Cl:53].[CH3:44][CH2:45][O:46][C:47](=[O:48])[CH3:49].[OH2:50]>>[CH2:1]([CH3:2])[c:3]1[cH:4][c:5]2[c:6]([n:7]([CH2:24][c:25]3[cH:26][cH:27][c:28](-[c:31]4[c:32]([C:37]#[N:38])[cH:33][cH:34][cH:35][cH:36]4)[cH:29][cH:30]3)[c:8](=[O:23])[n:9]([CH2:12][C:13](=[O:14])[c:15]3[cH:16][cH:17][c:18]([OH:21])[cH:19][cH:20]3)[c:10]2=[O:11])[s:39]1. Reactants: OC1=C(C=CC(=C1CCC)O)C(C)=O (1-(2,4-dihydroxy-3-propylphenyl)ethanone), C(C)OC(COC1=C(C(=C(C=C1)C(C)=O)OCCOCCOCCOS(=O)(=O)C)CCC)=O ([4-acetyl-3-[2-[2-[2-[(methylsulfonyl)oxy]ethoxy]ethoxy]ethoxy]-2-propylphenoxy]acetic acid ethyl ester), C([O-])([O-])=O.[K+].[K+] (potassium carbonate). Run in CC(=O)C (acetone), CN(C=O)C (dimethylformamide). Procedure details: A mixture of 1.16 g (0.006 mole) of 1-(2,4-dihydroxy-3-propylphenyl)ethanone, 2.93 g (0.006 mole) of [4-acetyl-3-[2-[2-[2-[(methylsulfonyl)oxy]ethoxy]ethoxy]ethoxy]-2-propylphenoxy]acetic acid ethyl ester and 1.65 g (0.012 mole) of anhydrous potassium carbonate in 50 ml of anhydrous acetone and 25 ml of anhydrous dimethylformamide was stirred at reflux for 21 hours. The solvents were removed in vacuo and the residue was purified by HPLC using 40% ethyl acetate-hexane to give 2.45 g (70% yield) o... Reaction SMILES: [OH:1][C:2]1[C:7]([CH2:8][CH2:9][CH3:10])=[C:6](O)[CH:5]=[CH:4][C:3]=1[C:12](=[O:14])[CH3:13].[CH2:15]([O:17][C:18](=[O:47])[CH2:19][O:20][C:21]1[CH:26]=[CH:25][C:24]([C:27](=[O:29])[CH3:28])=[C:23]([O:30][CH2:31][CH2:32][O:33][CH2:34][CH2:35][O:36][CH2:37][CH2:38][O:39]S(C)(=O)=O)[C:22]=1[CH2:44][CH2:45][CH3:46])[CH3:16].C(=O)([O-])[O-].[K+].[K+]>CC(C)=O.CN(C)C=O>[CH2:15]([O:17][C:18](=[O:47])[CH2:19][O:20][C:21]1[CH:26]=[CH:25][C:24]([C:27](=[O:29])[CH3:28])=[C:23]([O:30][CH2:31][CH2:32][O:33][CH2:34][CH2:35][O:36][CH2:37][CH2:38][O:39][C:6]2[CH:5]=[CH:4][C:3]([C:12](=[O:14])[CH3:13])=[C:2]([OH:1])[C:7]=2[CH2:8][CH2:9][CH3:10])[C:22]=1[CH2:44][CH2:45][CH3:46])[CH3:16] |f:2.3.4|. Yields the product C(C)OC(COC1=C(C(=C(C=C1)C(C)=O)OCCOCCOCCOC1=C(C(=C(C=C1)C(C)=O)O)CCC)CCC)=O ([4-acetyl-3-[2-[2-[2-(4-acetyl-3-hydroxy-2-propylphenoxy)ethoxy]ethoxy]ethoxy]-2-propylphenoxy]acetic acid ethyl ester). The yield is 69.4%. The reactants are C1CCOC1, COc1cc(C(=O)N2CCC3(CC2)CC(=O)c2cc(C(=O)OCc4ccccc4)ccc2O3)nc2c(OC)cccc12, CO, [Na+], [OH-]. Yields the product COc1cc(C(=O)N2CCC3(CC2)CC(=O)c2cc(C(=O)O)ccc2O3)nc2c(OC)cccc12. Reaction SMILES: [CH2:45]1[O:46][CH2:47][CH2:48][CH2:49]1.[CH3:1][O:2][c:3]1[cH:4][c:5]([C:15](=[O:16])[N:17]2[CH2:18][CH2:19][C:20]3([O:21][c:22]4[cH:23][cH:24][c:25]([C:31](=[O:32])[O:33][CH2:34][c:35]5[cH:36][cH:37][cH:38][cH:39][cH:40]5)[cH:26][c:27]4[C:28](=[O:30])[CH2:29]3)[CH2:41][CH2:42]2)[n:6][c:7]2[c:8]([O:13][CH3:14])[cH:9][cH:10][cH:11][c:12]12.[CH3:50][OH:51].[Na+:44].[OH-:43]>>[CH3:1][O:2][c:3]1[cH:4][c:5]([C:15](=[O:16])[N:17]2[CH2:18][CH2:19][C:20]3([O:21][c:22]4[cH:23][cH:24][c:25]([C:31](=[O:32])[OH:33])[cH:26][c:27]4[C:28](=[O:30])[CH2:29]3)[CH2:41][CH2:42]2)[n:6][c:7]2[c:8]([O:13][CH3:14])[cH:9][cH:10][cH:11][c:12]12.